This data is from the Open Reaction Database (ORD), a public repository of structured organic reaction records. The task is: describe an organic reaction: reactants, conditions, products, and yield Starting materials: ClC1=CC=CC=2N(CCN(CCC21)C)N (7-chloro-4-methyl-3,4,5,6-tetrahydro-2H-benzo[e][1,4]diazocin-1-ylamine), C1(CCCCCC1)=O (cycloheptanone), O.C1(=CC=C(C=C1)S(=O)(=O)O)C (p-toluenesulfonic acid monohydrate). The solvent is C(C)(=O)OCC (ethyl acetate), C(CC)O (1-propanol). Product: ClC1=CC=C2C3=C(N4C2=C1CCN(CC4)C)CCCCC3 (6-Chloro-3-methyl-2,3,4,5,10,11,12,13-octahydro-1H,9H-cyclohepta[b][1,4]diazocino[7,8,1-hi]indole). The yield is 34.1%. RXN SMILES: [Cl:1][C:2]1[C:13]2[CH2:12][CH2:11][N:10]([CH3:14])[CH2:9][CH2:8][N:7](N)[C:6]=2[CH:5]=[CH:4][CH:3]=1.[C:16]1(=O)[CH2:22][CH2:21][CH2:20][CH2:19][CH2:18][CH2:17]1.O.C1(C)C=CC(S(O)(=O)=O)=CC=1>C(O)CC.C(OCC)(=O)C>[Cl:1][C:2]1[C:13]2[CH2:12][CH2:11][N:10]([CH3:14])[CH2:9][CH2:8][N:7]3[C:6]=2[C:5]([C:16]2[CH2:22][CH2:21][CH2:20][CH2:19][CH2:18][C:17]=23)=[CH:4][CH:3]=1 |f:2.3|. Reported procedure: To a solution of 7-chloro-4-methyl-3,4,5,6-tetrahydro-2H-benzo[e][1,4]diazocin-1-ylamine (1.20 g, 5.32 mmole) in 1-propanol (100 mL) was added cycloheptanone (6.65 g, 59.3 mmole) followed by p-toluenesulfonic acid monohydrate (3.2 g, 16.8 mmol) and the resulting reaction mixture was refluxed for 24 hours. The reaction mixture was cooled to room temperature and solvent removed in vacuo to produce a brown residue. The residue was diluted with ethyl acetate (300 mL) and washed with saturated sodium... Reactants: CC(C)(C)OC(=O)NCCc1nnn(CCF)n1, ClCCl, Cl. Yields the product NCCc1nnn(CCF)n1. As a reaction SMILES: [C:1]([O:2][C:3](=[O:4])[NH:7][CH2:8][CH2:9][c:10]1[n:11][n:12][n:13]([CH2:15][CH2:16][F:17])[n:14]1)([CH3:5])([CH3:6])[CH3:18].[Cl:20][CH2:21][Cl:22].[ClH:19]>>[NH2:7][CH2:8][CH2:9][c:10]1[n:11][n:12][n:13]([CH2:15][CH2:16][F:17])[n:14]1. The reactants are ClC=1C=C(C(=O)NC2=C(C(=O)OC)C=CC=C2)C=CC1OC (methyl 2-(3-chloro-4-methoxybenzamido)benzoate), CO (MeOH), LiOH monohydrate. Run in C1CCOC1 (THF), O (water). Reaction conditions: time 24 hour. Yields the product ClC=1C=C(C(=O)NC2=C(C(=O)O)C=CC=C2)C=CC1OC (2-(3-chloro-4-methoxybenzamido)benzoic acid). Yield: 77.3%. RXN SMILES: [Cl:1][C:2]1[CH:3]=[C:4]([CH:18]=[CH:19][C:20]=1[O:21][CH3:22])[C:5]([NH:7][C:8]1[CH:17]=[CH:16][CH:15]=[CH:14][C:9]=1[C:10]([O:12]C)=[O:11])=[O:6].CO>C1COCC1.O>[Cl:1][C:2]1[CH:3]=[C:4]([CH:18]=[CH:19][C:20]=1[O:21][CH3:22])[C:5]([NH:7][C:8]1[CH:17]=[CH:16][CH:15]=[CH:14][C:9]=1[C:10]([OH:12])=[O:11])=[O:6]. Procedure: A solution of 42A (340 mg, 1.1 mmol) in THF (30 mL)/MeOH (10 mL) was treated with a solution of LiOH monohydrate (223 mg, 5.3 mmol) in water (10 mL). The reaction was stirred for 24 hours at room temperature and concentrated to a yellow solid. The crude acid was dissolved in water (100 mL) and acidified with 1 N HCl to pH 4. The resulting solid was collected by vacuum filtration and washed with water (2×100 mL) to afford 42B (260 mg, 85%).